This data is from the Open Reaction Database (ORD), a public repository of structured organic reaction records. The task is: describe an organic reaction: reactants, conditions, products, and yield Reactants: F[B-](F)(F)F, CNC(=O)c1cc(Oc2ccc(CCC(=O)O)cc2)ccn1, CCN(C(C)C)C(C)C, ClCCl, Nc1ccccc1, O, CN(C)C(On1nnc2ccccc21)=[N+](C)C. Product: CNC(=O)c1cc(Oc2ccc(CCC(=O)Nc3ccccc3)cc2)ccn1. RXN SMILES: [B-:30]([F:31])([F:32])([F:33])[F:34].[CH3:1][NH:2][C:3](=[O:4])[c:5]1[n:6][cH:7][cH:8][c:9]([O:11][c:12]2[cH:13][cH:14][c:15]([CH2:18][CH2:19][C:20](=[O:21])[OH:22])[cH:16][cH:17]2)[cH:10]1.[CH:52]([N:53]([CH2:54][CH3:55])[CH:56]([CH3:57])[CH3:58])([CH3:59])[CH3:60].[Cl:61][CH2:62][Cl:63].[NH2:23][c:24]1[cH:25][cH:26][cH:27][cH:28][cH:29]1.[OH2:64].[n:35]1([O:36][C:37]([N:38]([CH3:39])[CH3:40])=[N+:41]([CH3:42])[CH3:43])[c:44]2[cH:45][cH:46][cH:47][cH:48][c:49]2[n:50][n:51]1>>[CH3:1][NH:2][C:3](=[O:4])[c:5]1[n:6][cH:7][cH:8][c:9]([O:11][c:12]2[cH:13][cH:14][c:15]([CH2:18][CH2:19][C:20](=[O:22])[NH:23][c:24]3[cH:25][cH:26][cH:27][cH:28][cH:29]3)[cH:16][cH:17]2)[cH:10]1. The reactants are ClC1=C2C3=CC(CCC3(CC2=CC(=C1Cl)OC)CCC)=O (5,6-dichloro-1,2,9,9a-tetrahydro-7-methoxy-9a-propyl-3H-fluoren-3-one), BrN1C(CCC1=O)=O (N-bromosuccinimide). The reagents and catalysts are C(C1=CC=CC=C1)(=O)OOC(C1=CC=CC=C1)=O (benzoyl peroxide). The solvent is C(Cl)(Cl)(Cl)Cl (carbon tetrachloride). Product: BrC1C2=CC(=C(C(=C2C2=CC(CCC12CCC)=O)Cl)Cl)OC (9-bromo-5,6-dichloro-7-methoxy-9a-propyl-1,2,9,9a-tetrahydro-3H-fluoren-3-one). Yield: 91.6%. As a reaction SMILES: [Cl:1][C:2]1[C:14]([Cl:15])=[C:13]([O:16][CH3:17])[CH:12]=[C:11]2[C:3]=1[C:4]1[C:9]([CH2:18][CH2:19][CH3:20])([CH2:10]2)[CH2:8][CH2:7][C:6](=[O:21])[CH:5]=1.[Br:22]N1C(=O)CCC1=O>C(Cl)(Cl)(Cl)Cl.C(OOC(=O)C1C=CC=CC=1)(=O)C1C=CC=CC=1>[Br:22][CH:10]1[C:9]2([CH2:18][CH2:19][CH3:20])[C:4](=[CH:5][C:6](=[O:21])[CH2:7][CH2:8]2)[C:3]2[C:11]1=[CH:12][C:13]([O:16][CH3:17])=[C:14]([Cl:15])[C:2]=2[Cl:1]. Reported procedure: A mixture of 5,6-dichloro-1,2,9,9a-tetrahydro-7-methoxy-9a-propyl-3H-fluoren-3-one (3.25 g, 0.01 mol), N-bromosuccinimide (1.78 g, 0.01 mole) and benzoyl peroxide (75 mg) in carbon tetrachloride (50 ml) was heated at reflux for 13/4 hours, cooled, filtered and the CCl4 distilled at reduced pressure to give 3.70 g 9-bromo-5,6-dichloro-7-methoxy-9a-propyl-1,2,9,9a-tetrahydro-3H-fluoren-3-one which melted at 131.5°-133.5° C. after crystallization from diethyl ether. The reactants are Cn1c(C2CCCN2CCNC(=O)OC(C)(C)C)cc(-c2ccncc2)c(-c2ccc3ccccc3c2)c1=O, CCOC(C)=O, Cl. Yields the product Cn1c(C2CCCN2CCN)cc(-c2ccncc2)c(-c2ccc3ccccc3c2)c1=O. RXN SMILES: [C:1]([O:2][C:3](=[O:4])[NH:7][CH2:8][CH2:9][N:10]1[CH:11]([c:15]2[n:16]([CH3:38])[c:17](=[O:37])[c:18](-[c:27]3[cH:28][c:29]4[cH:30][cH:31][cH:32][cH:33][c:34]4[cH:35][cH:36]3)[c:19](-[c:21]3[cH:22][cH:23][n:24][cH:25][cH:26]3)[cH:20]2)[CH2:12][CH2:13][CH2:14]1)([CH3:5])([CH3:6])[CH3:39].[CH3:41][CH2:42][O:43][C:44]([CH3:45])=[O:46].[ClH:40]>>[NH2:7][CH2:8][CH2:9][N:10]1[CH:11]([c:15]2[n:16]([CH3:38])[c:17](=[O:37])[c:18](-[c:27]3[cH:28][c:29]4[cH:30][cH:31][cH:32][cH:33][c:34]4[cH:35][cH:36]3)[c:19](-[c:21]3[cH:22][cH:23][n:24][cH:25][cH:26]3)[cH:20]2)[CH2:12][CH2:13][CH2:14]1. The reactants are ClC1=C(C=C(N)C=C1)C1=NC=CC=C1 (4-chloro-3-(pyridin-2-yl)aniline), C(C)(C)(C)OC(=O)N1CCC(CC1)CC1=CC=C(C(=O)O)C=C1 (4-((1-(tert-butoxycarbonyl)piperidin-4-yl)methyl)benzoic acid), crude product, Cl (HCl). Solvent: O1CCOCC1 (Dioxane). Product: ClC1=C(C=C(C=C1)NC(C1=CC=C(C=C1)CC1CCNCC1)=O)C1=NC=CC=C1 (N-(4-chloro-3-(pyridin-2-yl)phenyl)-4-(piperidin-4-ylmethyl)benzamide). Reaction SMILES: [Cl:1][C:2]1[CH:8]=[CH:7][C:5]([NH2:6])=[CH:4][C:3]=1[C:9]1[CH:14]=[CH:13][CH:12]=[CH:11][N:10]=1.C(OC([N:22]1[CH2:27][CH2:26][CH:25]([CH2:28][C:29]2[CH:37]=[CH:36][C:32]([C:33](O)=[O:34])=[CH:31][CH:30]=2)[CH2:24][CH2:23]1)=O)(C)(C)C.Cl>O1CCOCC1>[Cl:1][C:2]1[CH:8]=[CH:7][C:5]([NH:6][C:33](=[O:34])[C:32]2[CH:31]=[CH:30][C:29]([CH2:28][CH:25]3[CH2:24][CH2:23][NH:22][CH2:27][CH2:26]3)=[CH:37][CH:36]=2)=[CH:4][C:3]=1[C:9]1[CH:14]=[CH:13][CH:12]=[CH:11][N:10]=1. Procedure: 75 mg of 4-chloro-3-(pyridin-2-yl)aniline was coupled to 125 mg of 4-((1-(tert-butoxycarbonyl)piperidin-4-yl)methyl)benzoic acid via Procedure G. The crude product was treated with 4N HCl in Dioxane, evaporated and purified by reverse phase HPLC to yield N-(4-chloro-3-(pyridin-2-yl)phenyl)-4-(piperidin-4-ylmethyl)benzamide. MS (Q1) 406.1 (M)+. Reaction SMILES: [Cl:16][C:17](=[O:18])[O:19][CH2:20][CH3:21].[Cl:28][CH2:29][Cl:30].[NH2:1][c:2]1[c:3]([O:14][CH3:15])[n:4][c:5]2[cH:6][cH:7][c:8]([O:12][CH3:13])[cH:9][c:10]2[n:11]1.[cH:22]1[cH:23][cH:24][n:25][cH:26][cH:27]1>>[NH:1]([c:2]1[c:3]([O:14][CH3:15])[n:4][c:5]2[cH:6][cH:7][c:8]([O:12][CH3:13])[cH:9][c:10]2[n:11]1)[C:17](=[O:18])[O:19][CH2:20][CH3:21]. Product: CCOC(=O)Nc1nc2cc(OC)ccc2nc1OC. Reactants: CCOC(=O)Cl, ClCCl, COc1ccc2nc(OC)c(N)nc2c1, c1ccncc1. The reactants are O (water), [N+](=O)([O-])C1=CC=C(C(=O)Cl)C=C1 (4-nitrobenzoyl chloride), CC=1NOC(C1)=O (3-methyl-3-isoxazolin-5-one), N1=CC=CC=C1 (pyridine). The solvent is C1(=CC=CC=C1)C (toluene), C1(=CC=CC=C1)C (toluene). Conditions: time 4 hour. Product: CC=1N(OC(C1)=O)C(C1=CC=C(C=C1)[N+](=O)[O-])=O (3-methyl-2-(4'-nitrobenzoyl)-3-isoxazolin-5-one). Isolated yield 68.9%. As a reaction SMILES: [CH3:1][C:2]1[NH:3][O:4][C:5](=[O:7])[CH:6]=1.N1C=CC=CC=1.[N+:14]([C:17]1[CH:25]=[CH:24][C:20]([C:21](Cl)=[O:22])=[CH:19][CH:18]=1)([O-:16])=[O:15].O>C1(C)C=CC=CC=1>[CH3:1][C:2]1[N:3]([C:21](=[O:22])[C:20]2[CH:19]=[CH:18][C:17]([N+:14]([O-:16])=[O:15])=[CH:25][CH:24]=2)[O:4][C:5](=[O:7])[CH:6]=1. Procedure: 4 gm of 3-methyl-3-isoxazolin-5-one was added to 20 ml of toluene along with 3.5 gm of pyridine. 8.2 gm of 4-nitrobenzoyl chloride in 80 ml of toluene was added dropwise. The solution was stirred at room temperature for 4 hours. Afterwards, the system was poured into 200 ml water. The resulting solution was filtered and the organic phase then separated and dried over sodium sulfate. The toluene was removed by stripping to give 6.9 gm of a mixture of 3-methyl-2-(4'-nitrobenzoyl)-3-isoxazolin-5-on... Starting materials: ClC=1C=CN2C(C(=CC(=C2C1C)C1CC1)C(=O)OC)=O (methyl 8-chloro-1-cyclopropyl-9-methyl-4-oxo-4H-quinolizine-3-carboxylate), CC1=NNC2=CC=C(C=C12)B(O)O ((3-methyl-1H-indazol-5-yl)boronic acid). Yields the product CC1=NNC2=CC=C(C=C12)C=1C=CN2C(C(=CC(=C2C1C)C1CC1)C(=O)OC)=O (methyl 8-(3-methyl-1H-indazol-5-yl)-1-cyclopropyl-9-methyl-4-oxo-4H-quinolizine-3-carboxylate). Isolated yield 91.1%. As a reaction SMILES: Cl[C:2]1[CH:3]=[CH:4][N:5]2[C:10]([C:11]=1[CH3:12])=[C:9]([CH:13]1[CH2:15][CH2:14]1)[CH:8]=[C:7]([C:16]([O:18][CH3:19])=[O:17])[C:6]2=[O:20].[CH3:21][C:22]1[C:30]2[C:25](=[CH:26][CH:27]=[C:28](B(O)O)[CH:29]=2)[NH:24][N:23]=1>>[CH3:21][C:22]1[C:30]2[C:25](=[CH:26][CH:27]=[C:28]([C:2]3[CH:3]=[CH:4][N:5]4[C:10]([C:11]=3[CH3:12])=[C:9]([CH:13]3[CH2:15][CH2:14]3)[CH:8]=[C:7]([C:16]([O:18][CH3:19])=[O:17])[C:6]4=[O:20])[CH:29]=2)[NH:24][N:23]=1. Procedure: Methyl 8-(3-methyl-1H-indazol-5-yl)-1-cyclopropyl-9-methyl-4-oxo-4H-quinolizine-3-carboxylate was prepared according to General Procedure A′ from methyl 8-chloro-1-cyclopropyl-9-methyl-4-oxo-4H-quinolizine-3-carboxylate (100 mg, 0.34 mmol) and (3-methyl-1H-indazol-5-yl)boronic acid (176.1 mg, 0.41 mmol). Purification by flash silica column chromatography (DCM:MeOH) (1:0 to 9:1) afforded the title compound as a yellow solid (120 mg, 88%).